Task: describe an organic reaction: reactants, conditions, products, and yield. Dataset: the Open Reaction Database (ORD), a public repository of structured organic reaction records Yields the product CC(=O)OCc1c(Br)cc(F)cc1-n1ncc2c3c(sc2c1=O)CCCC3. As a reaction SMILES: [C:15]([CH3:16])(=[O:17])[O:18][CH2:19][c:20]1[c:21]([Br:28])[cH:22][c:23]([F:27])[cH:24][c:25]1[Br:26].[C:35](=[O:36])([O-:37])[O-:38].[CH2:43]1[O:44][CH2:45][CH2:46][O:47][CH2:48]1.[CH3:29][NH:30][CH2:31][CH2:32][NH:33][CH3:34].[Cs+:39].[Cs+:40].[Cu:41][I:42].[c:1]12[c:2]3[cH:3][n:4][nH:5][c:6](=[O:14])[c:7]3[s:8][c:9]1[CH2:10][CH2:11][CH2:12][CH2:13]2>>[c:1]12[c:2]3[cH:3][n:4][n:5](-[c:21]4[c:20]([CH2:19][O:18][C:15]([CH3:16])=[O:17])[c:25]([Br:26])[cH:24][c:23]([F:27])[cH:22]4)[c:6](=[O:14])[c:7]3[s:8][c:9]1[CH2:10][CH2:11][CH2:12][CH2:13]2. Reactants: CC(=O)OCc1c(Br)cc(F)cc1Br, O=C([O-])[O-], C1COCCO1, CNCCNC, [Cs+], [Cs+], [Cu]I, O=c1[nH]ncc2c3c(sc12)CCCC3. RXN SMILES: CC#N.C[O:5][C:6](=[O:21])[C:7]1[CH:12]=[C:11]([O:13][CH2:14][CH2:15][CH2:16][O:17][CH3:18])[CH:10]=[C:9]([O:19][CH3:20])[CH:8]=1.[OH-].[Na+]>CO>[CH3:20][O:19][C:9]1[CH:8]=[C:7]([CH:12]=[C:11]([O:13][CH2:14][CH2:15][CH2:16][O:17][CH3:18])[CH:10]=1)[C:6]([OH:21])=[O:5] |f:2.3|. Reactants: COC(C1=CC(=CC(=C1)OCCCOC)OC)=O (3-methoxy-5-(3-methoxy-propoxy)-benzoic acid methyl ester), [OH-].[Na+] (NaOH), CC#N (CH3CN). Conditions: temperature 50 celsius, time 1 hour. The product is COC=1C=C(C(=O)O)C=C(C1)OCCCOC (3-methoxy-5-(3-methoxy-propoxy)-benzoic acid). Reported procedure: A mixture of 3-hydroxy-5-methoxy-benzoic acid methyl ester (4.71 g, 25.9 mmol), K2CO3 (5.72 g, 41.4 mmol) and toluene-4-sulfonic acid 3-methoxy-propyl ester (8.18 g, 33.5 mmol) in DMA (60 ml) is stirred for 14 h at 140° C. The mixture is distributed between ethyl acetate and H2O. The aqueous layer is separated and extracted twice with ethyl acetate. The combined organic layers are dried (Na2SO4) and evaporated to afford crude 3-methoxy-5-(3-methoxy-propoxy)-benzoic acid methyl ester. MS: 255.3 [... Solvent: CO (methanol). Starting materials: O (Water), C1(=CC=CC=C1)P(=O)(C1=CC=CC=C1)N=[N+]=[N-] (Diphenylphosphoryl azide), ClC1=NC=CC(=C1)[C@@H](C)O ((R)-1-(2-chloropyridin-4-yl)ethanol), C1CCC2=NCCCN2CC1 (DBU). The solvent is CCOCC (ether), C1(=CC=CC=C1)C (toluene). Conditions: temperature 0 celsius, time 8 hour. Yields the product N(=[N+]=[N-])[C@@H](C)C1=CC(=NC=C1)Cl (4-((S)-1-azidoethyl)-2-chloropyridine). As a reaction SMILES: C1(P([N:15]=[N+:16]=[N-:17])(C2C=CC=CC=2)=O)C=CC=CC=1.[Cl:18][C:19]1[CH:24]=[C:23]([C@H:25](O)[CH3:26])[CH:22]=[CH:21][N:20]=1.C1CCN2C(=NCCC2)CC1.O>C1(C)C=CC=CC=1.CCOCC>[N:15]([C@H:25]([C:23]1[CH:22]=[CH:21][N:20]=[C:19]([Cl:18])[CH:24]=1)[CH3:26])=[N+:16]=[N-:17]. Reported procedure: Diphenylphosphoryl azide (6.57 mL) was added to a solution of (R)-1-(2-chloropyridin-4-yl)ethanol in toluene (50 mL) in a nitrogen atmosphere, and the reaction solution was cooled to 0° C. DBU (4.52 mL) was added to the reaction solution, which was then heated to room temperature and stirred overnight. Water and an ether were added to the reaction solution, and the organic layer was separated. The organic layer was dried over magnesium sulfate, and the residue was purified by silica gel chromato...